This data is from the Open Reaction Database (ORD), a public repository of structured organic reaction records. The task is: describe an organic reaction: reactants, conditions, products, and yield The reactants are BrC1=CC=C(C(=N1)C(NC)=O)NC1=NC(=NC=C1C(F)(F)F)NC1=C(C=C(CP(OCC)(OCC2(COC2)CN2N=CC(=C2)B2OC(C(O2)(C)C)(C)C)=O)C=C1)OC (Ethyl (3-{[4-(4,4,5,5-tetramethyl-1,3,2-dioxaborolan-2-yl)-1H-pyrazol-1-yl]methyl}oxetan-3-yl)methyl (4-{[4-{[6-bromo-2-(methylcarbamoyl)pyridin-3-yl]amino}-5-(trifluoromethyl)pyrimidin-2-yl]amino}-3-methoxybenzyl)phosphonate), CC1(OB(OC1(C)C)C=1C=NN(C1)CCCO)C (3-[4-(4,4,5,5-tetramethyl-1,3,2-dioxaborolan-2-yl)-1H-pyrazol-1-yl]propan-1-ol), CC1(OB(OC1(C)C)C=1C=NN(C1)CCCO)C (3-[4-(4,4,5,5-tetramethyl-1,3,2-dioxaborolan-2-yl)-1H-pyrazol-1-yl]propan-1-ol), BrC1=CC=C(C(=N1)C(NC)=O)NC1=NC(=NC=C1C(F)(F)F)NC1=C(C(=C(CP(OCC)(O)=O)C=C1)Cl)OC (ethyl hydrogen (4-{[4-{[6-bromo-2-(methylcarbamoyl)pyridin-3-yl]amino}-5-(trifluoromethyl)pyrimidin-2-yl]amino}-2-chloro-3-methoxybenzyl)phosphonate), BrC1=CC=C(C(=N1)C(NC)=O)NC1=NC(=NC=C1C(F)(F)F)NC1=C(C(=C(CP(OCC)(O)=O)C=C1)Cl)OC (ethyl hydrogen (4-{[4-{[6-bromo-2-(methylcarbamoyl)pyridin-3-yl]amino}-5-(trifluoromethyl)pyrimidin-2-yl]amino}-2-chloro-3-methoxybenzyl)phosphonate), mixture. As a reaction SMILES: [Br:1][C:2]1[N:7]=[C:6]([C:8](=[O:11])[NH:9][CH3:10])[C:5]([NH:12][C:13]2[C:18]([C:19]([F:22])([F:21])[F:20])=[CH:17][N:16]=[C:15]([NH:23][C:24]3[CH:56]=[CH:55][C:27]([CH2:28][P:29](=[O:54])([O:33][CH2:34][C:35]4([CH2:39][N:40]5[CH:44]=[C:43]([B:45]6[O:49][C:48]([CH3:51])([CH3:50])[C:47]([CH3:53])([CH3:52])[O:46]6)[CH:42]=[N:41]5)COC4)[O:30][CH2:31][CH3:32])=[CH:26][C:25]=3[O:57][CH3:58])[N:14]=2)=[CH:4][CH:3]=1.BrC1N=C(C(=O)NC)C(NC2C(C(F)(F)F)=CN=C(NC3C=CC(CP(=O)(O)OCC)=C([Cl:95])C=3OC)N=2)=CC=1.CC1(C)C(C)(C)OB(C2C=NN(CCCO)C=2)O1>>[Br:1][C:2]1[N:7]=[C:6]([C:8](=[O:11])[NH:9][CH3:10])[C:5]([NH:12][C:13]2[C:18]([C:19]([F:22])([F:21])[F:20])=[CH:17][N:16]=[C:15]([NH:23][C:24]3[CH:56]=[CH:55][C:27]([CH2:28][P:29](=[O:54])([O:33][CH2:34][CH2:35][CH2:39][N:40]4[CH:44]=[C:43]([B:45]5[O:49][C:48]([CH3:51])([CH3:50])[C:47]([CH3:53])([CH3:52])[O:46]5)[CH:42]=[N:41]4)[O:30][CH2:31][CH3:32])=[C:26]([Cl:95])[C:25]=3[O:57][CH3:58])[N:14]=2)=[CH:4][CH:3]=1. Procedure: Prepared analogously to Compound 44A using ethyl hydrogen (4-{[4-{[6-bromo-2-(methylcarbamoyl)pyridin-3-yl]amino}-5-(trifluoromethyl)pyrimidin-2-yl]amino}-2-chloro-3-methoxybenzyl)phosphonate (Compound 54B, 200 mg, 0.306 mmol) and 3-[4-(4,4,5,5-tetramethyl-1,3,2-dioxaborolan-2-yl)-1H-pyrazol-1-yl]propan-1-ol (Compound 3E, 81 mg, 0.321 mmol) to afford 203 mg of the title compound as a racemic mixture (75%). MS (ESI): m/z=887.65/889.64 [M+H]+. UPLC: tR=1.68 min (UPLC-TOF: polar—2 min). Yields the product BrC1=CC=C(C(=N1)C(NC)=O)NC1=NC(=NC=C1C(F)(F)F)NC1=C(C(=C(CP(OCC)(OCCCN2N=CC(=C2)B2OC(C(O2)(C)C)(C)C)=O)C=C1)Cl)OC (ethyl 3-[4-(4,4,5,5-tetramethyl-1,3,2-dioxaborolan-2-yl)-1H-pyrazol-1-yl]propyl (4-{[4-{[6-bromo-2-(methylcarbamoyl)pyridin-3-yl]amino}-5-(trifluoromethyl)pyrimidin-2-yl]amino}-2-chloro-3-methoxybenzyl)phosphonate). Reactants: [I-].COCC1OCC([NH+]1C)(C)C (2-methoxymethyl-3,4,4-trimethyl-1,3-oxazolidinium iodide), C([O-])([O-])=O.[K+].[K+] (potassium carbonate), N(=O)C1=C2C=CC=NC2=CC=C1O (5-nitroso-6-quinolinol). The solvent is C1=CC=CC=C1 (benzene). Reaction conditions: temperature 70 celsius. Yields the product COC=1C2(OC3=C(N1)C1=C(C=C3)N=CC=C1)OCC(N2C)(C)C (2'-methoxy-3,4,4-trimethylspiro [oxazolidine-2,3'-[3H] pyrido [3,2-f] [1,4] benzoxazine]). Isolated yield 4.2%. As a reaction SMILES: [I-].[CH3:2][O:3][CH2:4][CH:5]1[NH+:9]([CH3:10])[C:8]([CH3:12])([CH3:11])[CH2:7][O:6]1.C(=O)([O-])[O-].[K+].[K+].[N:19]([C:21]1[C:30]([OH:31])=[CH:29][CH:28]=[C:27]2[C:22]=1[CH:23]=[CH:24][CH:25]=[N:26]2)=O>C1C=CC=CC=1>[CH3:2][O:3][C:4]1[C:5]2([N:9]([CH3:10])[C:8]([CH3:12])([CH3:11])[CH2:7][O:6]2)[O:31][C:30]2[CH:29]=[CH:28][C:27]3[N:26]=[CH:25][CH:24]=[CH:23][C:22]=3[C:21]=2[N:19]=1 |f:0.1,2.3.4|. Reported procedure: Into a dry 250 ml three-necked flask kept under dry nitrogen and fitted with a reflux condenser and internal thermometer was added 2-methoxymethyl-3,4,4-trimethyl-1,3-oxazolidinium iodide (7.13 grams, 25 mmole), powdered potassium carbonate (8.97 grams, 65 mmole) and 125 ml dry benzene. The heterogeneous mixture was heated at 70° C. for 90 minutes before addition of 5-nitroso-6-quinolinol (5.44 grams, 25 mmole). The resulting reaction mixture was heated at 70° C. for 17 hours, cooled and filtere... Starting materials: CC=1C=[N+](C=C(C1OCC(C(F)(F)F)(F)F)C)[O-] (3,5-dimethyl-4-(2,2,3,3,3-pentafluoropropoxy)pyridine-1-oxide), S(=O)(=O)(OC)OC (dimethyl sulfate), S(=O)(=O)([O-])OOS(=O)(=O)[O-].[NH4+].[NH4+] (ammonium persulfate). The solvent is O (water), CO (methanol), CO (methanol). Conditions: temperature 120 celsius, time 30 minute. The product is CC=1C(=NC=C(C1OCC(C(F)(F)F)(F)F)C)CO (3,5-dimethyl-2-hydroxymethyl-4-(2,2,3,3,3-pentafluoropropoxy)pyridine). Reaction SMILES: [CH3:1][C:2]1[CH:3]=[N+:4]([O-])[CH:5]=[C:6]([CH3:17])[C:7]=1[O:8][CH2:9][C:10]([F:16])([F:15])[C:11]([F:14])([F:13])[F:12].S(OC)([O:22][CH3:23])(=O)=O.S(OOS([O-])(=O)=O)([O-])(=O)=O.[NH4+].[NH4+]>O.CO>[CH3:1][C:2]1[C:3]([CH2:23][OH:22])=[N:4][CH:5]=[C:6]([CH3:17])[C:7]=1[O:8][CH2:9][C:10]([F:16])([F:15])[C:11]([F:14])([F:13])[F:12] |f:2.3.4|. Reported procedure: A mixture of 3,5-dimethyl-4-(2,2,3,3,3-pentafluoropropoxy)pyridine-1-oxide (2.5 g) and dimethyl sulfate (1 ml) was heated at 120° C. for 30 minutes, to which was then added methanol (12.5 ml). To the mixture was added dropwise at 80° C. ammonium persulfate (4.3 g) dissolved in water (20 ml)-methanol (10 ml) over 30 minutes, which was stirred for further 30 minutes. The resultant solution was concentrated. To the residue was added ice, which was neutralized with sodium carbonate, followed by extr...